From a dataset of the Open Reaction Database (ORD), a public repository of structured organic reaction records. describe an organic reaction: reactants, conditions, products, and yield Reactants: COC1=CC=CC(=C1)NC2=CC=CC=C2 (3-methoxydiphenylamine), COC1=CC=2NC3=CC=CC=C3SC2C=C1 (2-methoxyphenothiazine). Yields the product COC1=CC=CC=2NC3=CC=CC=C3SC12 (4-methoxyphenothiazine). RXN SMILES: [CH3:1][O:2][C:3]1[CH:8]=[C:7]([NH:9][C:10]2[CH:15]=[CH:14][CH:13]=[CH:12][CH:11]=2)[CH:6]=[CH:5][CH:4]=1.COC1C=CC2[S:28]C3C(=CC=CC=3)NC=2C=1>>[CH3:1][O:2][C:3]1[C:8]2[S:28][C:15]3[C:10](=[CH:11][CH:12]=[CH:13][CH:14]=3)[NH:9][C:7]=2[CH:6]=[CH:5][CH:4]=1. Procedure details: The conversion rate of the 3-methoxydiphenylamine is 91%, and the chemical yield of 2-methoxyphenothiazine is 91%. Starting materials: ClC1=C(NC(=C1Cl)C)C(=O)N[C@@H]1[C@@H](CN(CC1)C=1C=C(C(=O)OCC)C(=CN1)C(=O)NC(C)(C1=CC=CC=C1)C)OC (Cis(±)-ethyl 2-(4-{[(3,4-dichloro-5-methyl-1H-pyrrol-2-yl)carbonyl]amino}-3-methoxypiperidin-1-yl)-5-{[(1-methyl-1-phenylethyl)amino]carbonyl}isonicotinate). Solvent: C(=O)(C(F)(F)F)O (TFA). Yields the product NC(=O)C1=CN=C(C=C1C(=O)OCC)N1C[C@H]([C@H](CC1)NC(=O)C=1NC(=C(C1Cl)Cl)C)OC (Cis(±)-ethyl 5-(aminocarbonyl)-2-(4-{[(3,4-dichloro-5-methyl-1H-pyrrol-2-yl)carbonyl]amino}-3-methoxypiperidin-1-yl)isonicotinate). Yield: 73.2%. As a reaction SMILES: [Cl:1][C:2]1[C:6]([Cl:7])=[C:5]([CH3:8])[NH:4][C:3]=1[C:9]([NH:11][C@H:12]1[CH2:17][CH2:16][N:15]([C:18]2[CH:19]=[C:20]([C:26]([C:29]([NH:31]C(C)(C3C=CC=CC=3)C)=[O:30])=[CH:27][N:28]=2)[C:21]([O:23][CH2:24][CH3:25])=[O:22])[CH2:14][C@H:13]1[O:41][CH3:42])=[O:10]>C(O)(C(F)(F)F)=O>[NH2:31][C:29]([C:26]1[C:20]([C:21]([O:23][CH2:24][CH3:25])=[O:22])=[CH:19][C:18]([N:15]2[CH2:16][CH2:17][C@H:12]([NH:11][C:9]([C:3]3[NH:4][C:5]([CH3:8])=[C:6]([Cl:7])[C:2]=3[Cl:1])=[O:10])[C@H:13]([O:41][CH3:42])[CH2:14]2)=[N:28][CH:27]=1)=[O:30]. Reported procedure: A solution of 103 mg (0.17 mmol) of Cis(±)-ethyl 2-(4-{[(3,4-dichloro-5-methyl-1H-pyrrol-2-yl)carbonyl]amino}-3-methoxypiperidin-1-yl)-5-{[(1-methyl-1-phenylethyl)amino]carbonyl} isonicotinate (Example 198) in 10 ml TFA was heated at 40° C. overnight and at 50° C. for 6 h. Solvent was removed and the residue was triturated with MeOH to give 62 mg of a white solid. MS (ES) MH+: 498 for C21H25Cl2N5O5. Reactants: FC(=CCCCC(=O)Cl)F (6,6-difluorohex-5-enoic acid chloride), N1=CC=CC=C1 (pyridine), CO (methanol). Reaction conditions: time 5 hour. Product: COC(CCCC=C(F)F)=O (6,6-difluorohex-5-enoic acid methyl ester). Reaction SMILES: [F:1][C:2]([F:10])=[CH:3][CH2:4][CH2:5][CH2:6][C:7](Cl)=[O:8].N1C=CC=CC=1.[CH3:17][OH:18]>>[CH3:17][O:18][C:7](=[O:8])[CH2:6][CH2:5][CH2:4][CH:3]=[C:2]([F:10])[F:1]. Procedure details: 42.1 g of 6,6-difluorohex-5-enoic acid chloride are added slowly at 10° to 17.6 g of pyridine in 200 ml of methanol. The mixture is then stirred at room temperature for 5 hours. The excess methanol is evaporated off in a rotary evaporator and the residue is taken up in tert-butyl methyl ether and washed with water. The organic phase is dried over sodium sulfate and concentrated to dryness by evaporation. The residue is distilled at 60 mbar. The title compound is obtained in the form of a colourl...